Dataset: the Open Reaction Database (ORD), a public repository of structured organic reaction records. Task: describe an organic reaction: reactants, conditions, products, and yield The reactants are C(=O)(O)C/C=C/C1=NC(=CC=C1OCCCCCCCCC1=CC=C(C=C1)OC)C (2-(E-2-Carboxymethylethenyl)-3-[8-(4-methoxyphenyl)octyloxy]-6-methylpyridine), C1=CC(=CC(=C1)Cl)C(=O)OO (mCPBA). Run in C(Cl)Cl (CH2Cl2). Run at temperature 0 celsius, time 15 hour. The product is C(=O)(O)C/C=C/C1=[N+](C(=CC=C1OCCCCCCCCC1=CC=C(C=C1)OC)C)[O-] (2-(E-2-Carboxymethylethenyl)-3-[8-(4-methoxyphenyl)octyloxy]-6-methylpyridine N-oxide). RXN SMILES: [C:1]([CH2:4]/[CH:5]=[CH:6]/[C:7]1[C:12]([O:13][CH2:14][CH2:15][CH2:16][CH2:17][CH2:18][CH2:19][CH2:20][CH2:21][C:22]2[CH:27]=[CH:26][C:25]([O:28][CH3:29])=[CH:24][CH:23]=2)=[CH:11][CH:10]=[C:9]([CH3:30])[N:8]=1)([OH:3])=[O:2].C1C=C(Cl)C=C(C(OO)=[O:39])C=1>C(Cl)Cl>[C:1]([CH2:4]/[CH:5]=[CH:6]/[C:7]1[C:12]([O:13][CH2:14][CH2:15][CH2:16][CH2:17][CH2:18][CH2:19][CH2:20][CH2:21][C:22]2[CH:23]=[CH:24][C:25]([O:28][CH3:29])=[CH:26][CH:27]=2)=[CH:11][CH:10]=[C:9]([CH3:30])[N+:8]=1[O-:39])([OH:3])=[O:2]. Procedure: 2-(E-2-Carboxymethylethenyl)-3-[8-(4-methoxyphenyl)octyloxy]-6-methylpyridine (17.1 g, 41.5 mmol) was dissolved in dry CH2Cl2 (105 mL) and cooled to 0° C.; 50% mCPBA (15.8 g, 45.8 mmol) was added in three portions over 10 minutes. The cooling bath was removed and the reaction was stirred for 15 hours at room temperature. The reaction was poured into aqueous NaHCO3 and the product extracted into CH2Cl2. The organic extract was washed with H2O and brine and dried (MgSO4). The crude product was obt... Starting materials: O (water), N1=CC=C(C=C1)C=O (4-pyridine-formaldehyde), [BH4-].[Na+] (sodium borohydride), C(C)N (ethylamine). Run in C(C)O (ethanol), cold-water. Product: N1=CC=C(C=C1)CNCC (N-(4-pyridinylmethyl)ethylamine). Reaction SMILES: [N:1]1[CH:6]=[CH:5][C:4]([CH:7]=O)=[CH:3][CH:2]=1.[CH2:9]([NH2:11])[CH3:10].[BH4-].[Na+].O>C(O)C>[N:1]1[CH:6]=[CH:5][C:4]([CH2:7][NH:11][CH2:9][CH3:10])=[CH:3][CH:2]=1 |f:2.3|. Procedure details: 15.70 g (0.147 mol) of 4-pyridine-formaldehyde was dissolved in 200 mL of ethanol, added under stirring in cold-water-bath with 21 g (0.296 mol) of 65-70% ethylamine aqueous solution, reacted for 0.5 h, monitored with TLC until the reaction was almost completed. Added carefully with 5.6 g (0.148 mol) of sodium borohydride in several batches, small amount in each batch, after the end of addition, added with 30 mL of water, reacted overnight (20 h), the reaction was completed according to TLC moni... Starting materials: C(CC)C1=CC=C(C(=O)O)C=C1 (4-propylbenzoic acid), [N+](=O)(O)[O-] (HNO3). Run in OS(=O)(=O)O (H2SO4), OS(=O)(=O)O (H2SO4). Run at temperature 0 celsius, time 1 hour. Yields the product [N+](=O)([O-])C=1C=C(C(=O)O)C=CC1CCC (3-Nitro-4-propyl-benzoic acid). Yield: 99.8%. RXN SMILES: [CH2:1]([C:4]1[CH:12]=[CH:11][C:7]([C:8]([OH:10])=[O:9])=[CH:6][CH:5]=1)[CH2:2][CH3:3].[N+:13]([O-])([OH:15])=[O:14]>OS(O)(=O)=O>[N+:13]([C:5]1[CH:6]=[C:7]([CH:11]=[CH:12][C:4]=1[CH2:1][CH2:2][CH3:3])[C:8]([OH:10])=[O:9])([O-:15])=[O:14]. Procedure details: 9.44 g (57.5 mmol, 1.0 equiv.) of 4-propylbenzoic acid were partially dissolved in 50 mL conc. H2SO4 and chilled in an ice bath. A solution of 4.7 mL (74.7 mmol, 1.3 equiv) conc. HNO3 in 10 mL conc. H2SO4 was added dropwise over 1-2 min. After stirring 1 hour at 0° C., the reaction mixture was poured into a 1 L beaker half full with ice. After stirring 10 minutes, the white solid which formed was filtered, washed 1×H2O, and dried to give 12.01 g (100%) of the title compound: mp 106-109° C.; IR (... Reactants: CO, Clc1ccc(OC2CCN(CCC3CO3)CC2)cc1Cl, N. Product: NCC(O)CCN1CCC(Oc2ccc(Cl)c(Cl)c2)CC1. RXN SMILES: [CH3:22][OH:23].[Cl:1][c:2]1[cH:3][c:4]([O:5][CH:6]2[CH2:7][CH2:8][N:9]([CH2:12][CH2:13][CH:14]3[O:15][CH2:16]3)[CH2:10][CH2:11]2)[cH:17][cH:18][c:19]1[Cl:20].[NH3:21]>>[Cl:1][c:2]1[cH:3][c:4]([O:5][CH:6]2[CH2:7][CH2:8][N:9]([CH2:12][CH2:13][CH:14]([OH:15])[CH2:16][NH2:21])[CH2:10][CH2:11]2)[cH:17][cH:18][c:19]1[Cl:20]. Reaction conditions: time 2 hour. Yields the product BrC1=C(NC)C=C(C(=C1)F)F (2-bromo-4,5-difluoro-N-methylaniline). Run in ClCCl (dichloromethane). Procedure: To a solution of Example 144B (29.5 g, 92 mmol) in dichloromethane (200 mL) was added trifluoroacetic acid (141 mL, 1831 mmol). The reaction mixture was stirred at room temperature for 2 hours and concentrated. The residue was partitioned between ethyl acetate and brine. The organic phase was washed with brine, dried with MgSO4, filtered, and concentrated. The filtrate was concentrated and the residue was separated by flash chromatography on silica gel (Teledyne CombiFlash Rf, 40% to 100% ethyl ... RXN SMILES: C(O[C:6](=O)[N:7]([C:9]1[CH:14]=[C:13]([F:15])[C:12]([F:16])=[CH:11][C:10]=1[Br:17])C)(C)(C)C.FC(F)(F)C(O)=O>ClCCl>[Br:17][C:10]1[CH:11]=[C:12]([F:16])[C:13]([F:15])=[CH:14][C:9]=1[NH:7][CH3:6]. The reactants are C(C)(C)(C)OC(N(C)C1=C(C=C(C(=C1)F)F)Br)=O (tert-butyl(2-bromo-4,5-difluorophenyl)(methyl)carbamate), FC(C(=O)O)(F)F (trifluoroacetic acid). Starting materials: O=C([O-])O, CCCC[N+](CCCC)(CCCC)CCCC, ClCCl, [Na+], CCCn1c(=O)c2[nH]c(C34CCC(CCC(=O)O)(CC3)CC4)nc2n(CCC)c1=O, O, O=S(=O)(Cl)OCCl, O=S(=O)([O-])O. Yields the product CCCn1c(=O)c2[nH]c(C34CCC(CCC(=O)OCCl)(CC3)CC4)nc2n(CCC)c1=O. RXN SMILES: [C:31](=[O:32])([OH:33])[O-:34].[CH2:48]([N+:49]([CH2:50][CH2:51][CH2:52][CH3:53])([CH2:54][CH2:55][CH2:56][CH3:57])[CH2:58][CH2:59][CH2:60][CH3:61])[CH2:62][CH2:63][CH3:64].[Cl:66][CH2:67][Cl:68].[Na+:35].[O:1]=[c:2]1[n:3]([CH2:28][CH2:29][CH3:30])[c:4](=[O:27])[c:5]2[nH:6][c:7]([C:14]34[CH2:15][CH2:16][C:17]([CH2:22][CH2:23][C:24](=[O:25])[OH:26])([CH2:18][CH2:19]3)[CH2:20][CH2:21]4)[n:8][c:9]2[n:10]1[CH2:11][CH2:12][CH3:13].[OH2:65].[S:36]([Cl:37])([O:38][CH2:40][Cl:41])(=[O:39])=[O:42].[S:43]([O-:44])([OH:45])(=[O:46])=[O:47]>>[O:1]=[c:2]1[n:3]([CH2:28][CH2:29][CH3:30])[c:4](=[O:27])[c:5]2[nH:6][c:7]([C:14]34[CH2:15][CH2:16][C:17]([CH2:22][CH2:23][C:24]([O:25][CH2:40][Cl:41])=[O:26])([CH2:18][CH2:19]3)[CH2:20][CH2:21]4)[n:8][c:9]2[n:10]1[CH2:11][CH2:12][CH3:13]. The reactants are CC(C)(C)OC(=O)NC(Cc1cscn1)C(=O)N1CCCC1C(N)=O, CN(C)C=O, C(=NC1CCCCC1)=NC1CCCCC1, CCCCCCCCCCCCCCOC(=O)CNC(=O)C1CCCN1, On1nnc2ccccc21. Product: CCCCCCCCCCCCCCOC(=O)CNC(=O)C1CCCN1C(=O)C(Cc1cscn1)NC(=O)OC(C)(C)C. Reaction SMILES: [C:1]([CH3:2])([CH3:3])([CH3:4])[O:5][C:6](=[O:7])[NH:8][CH:9]([CH2:10][c:11]1[n:12][cH:13][s:14][cH:15]1)[C:16](=[O:17])[N:18]1[CH:19]([C:20](=[O:21])[NH2:22])[CH2:23][CH2:24][CH2:25]1.[CH3:77][N:78]([CH3:79])[CH:80]=[O:81].[CH:62]1([N:63]=[C:64]=[N:65][CH:66]2[CH2:67][CH2:68][CH2:69][CH2:70][CH2:71]2)[CH2:72][CH2:73][CH2:74][CH2:75][CH2:76]1.[NH:26]1[CH2:27][CH2:28][CH2:29][CH:30]1[C:49]([NH:50][CH2:31][C:32](=[O:33])[O:34][CH2:35][CH2:36][CH2:37][CH2:38][CH2:39][CH2:40][CH2:41][CH2:42][CH2:43][CH2:44][CH2:45][CH2:46][CH2:47][CH3:48])=[O:51].[OH:52][n:53]1[c:54]2[cH:55][cH:56][cH:57][cH:58][c:59]2[n:60][n:61]1>>[C:1]([CH3:2])([CH3:3])([CH3:4])[O:5][C:6](=[O:7])[NH:8][CH:9]([CH2:10][c:11]1[n:12][cH:13][s:14][cH:15]1)[C:16](=[O:17])[N:18]1[CH:19]([C:20](=[O:21])[NH:22][CH2:31][C:32](=[O:33])[O:34][CH2:35][CH2:36][CH2:37][CH2:38][CH2:39][CH2:40][CH2:41][CH2:42][CH2:43][CH2:44][CH2:45][CH2:46][CH2:47][CH3:48])[CH2:23][CH2:24][CH2:25]1. Starting materials: C[C@H](CSN=O)C(=O)N1CCC[C@H]1C(=O)O (S-nitrosocaptopril), C[C@H](CS)C(=O)N1CCC[C@H]1C(=O)O (captopril), N(=O)[O-].[Na+] (NaNO2). The solvent is CC(=O)OCC1=C2C=CC=CC2=C(C3=CC=CC=C31)COC(=O)C (acetic), S(O)(O)(=O)=O (sulfuric acid). Yields the product C1(=CC=CC2=CC=CC=C12)NCCN (N-(1-naphthyl)ethylenediamine). As a reaction SMILES: C[C@@H:2]([C:7]([N:9]1[C@H:13]([C:14](O)=O)[CH2:12][CH2:11][CH2:10]1)=O)CSN=O.C[C@@H](C(N1[C@H:27]([C:28](O)=O)[CH2:26][CH2:25][CH2:24]1)=O)CS.[N:31]([O-])=O.[Na+]>CC(OCC1C2C(=CC=CC=2)C(COC(C)=O)=C2C=1C=CC=C2)=O.S(=O)(=O)(O)O>[C:13]1([NH:9][CH2:7][CH2:2][NH2:31])[C:14]2[C:24](=[CH:25][CH:26]=[CH:27][CH:28]=2)[CH:10]=[CH:11][CH:12]=1 |f:2.3|. Procedure: Typical preparations of S-nitrosocaptopril involve the reaction of 50 mM captopril with 50 mM NaNO2 in 0.1 N acetic or sulfuric acid at room temperature for five minutes, after which the reaction solution is passed over a cation exchange resin, e.g., Dowex 50 in the protonated form, and the product eluted with water. The fractions that give positive reactions with N-(1-naphthyl)ethylenediamine, after exposure to 0.15% HgCl2 and diazotization with sulfanilamide, are lyophilized. Hygroscopic, brig... The reactants are [Br-].C(C1=CC=CC=C1)[P+](C1=CC=CC=C1)(C1=CC=CC=C1)C1=CC=CC=C1 (benzyl-triphenylphosphonium bromide), O1CCOC12CCC(CC2)=O (1,4-dioxaspiro[4.5]decan-8-one), [H-].[Na+] (NaH), crude mixture. Solvent: CS(=O)C (DMSO), CS(=O)C (DMSO), CS(=O)C (DMSO). Reaction conditions: time 30 minute. Yields the product C(C1=CC=CC=C1)=C1CCC2(OCCO2)CC1 (8-benzylidene-1,4-dioxaspiro-[4.5]-decane). Yield: 61.1%. As a reaction SMILES: [H-].[Na+].[Br-].[CH2:4]([P+](C1C=CC=CC=1)(C1C=CC=CC=1)C1C=CC=CC=1)[C:5]1[CH:10]=[CH:9][CH:8]=[CH:7][CH:6]=1.[O:30]1[C:34]2([CH2:39][CH2:38][C:37](=O)[CH2:36][CH2:35]2)[O:33][CH2:32][CH2:31]1>CS(C)=O>[CH:4](=[C:37]1[CH2:38][CH2:39][C:34]2([O:33][CH2:32][CH2:31][O:30]2)[CH2:35][CH2:36]1)[C:5]1[CH:10]=[CH:9][CH:8]=[CH:7][CH:6]=1 |f:0.1,2.3|. Procedure: To a suspension of NaH (0.306 g, 12.8 mmol) in DMSO (10 mL), a solution of benzyl-triphenylphosphonium bromide (5.44 g, 12.8 mmol) in DMSO (30 mL) was slowly added at rt. The solution was stirred 30 min at rt and then further 30 min at 50° C. Upon the crude mixture turning into dark red color, a solution of 1,4-dioxaspiro[4.5]decan-8-one (2.0 g, 12.8 mmol) in DMSO (14 mL) was added. The solution was stirred at 50° C. for 16 h. The reaction mixture was quenched with water and the aqueous layer ex...